This data is from the Open Reaction Database (ORD), a public repository of structured organic reaction records. The task is: describe an organic reaction: reactants, conditions, products, and yield Starting materials: CCO, COc1cc(N2C(=O)c3ccccc3C2=O)ccc1-c1ccc(Cl)s1, NN, O. Product: COc1cc(N)ccc1-c1ccc(Cl)s1. As a reaction SMILES: [CH3:29][CH2:30][OH:31].[Cl:1][c:2]1[cH:3][cH:4][c:5](-[c:7]2[c:8]([O:24][CH3:25])[cH:9][c:10]([N:13]3[C:14](=[O:15])[c:16]4[c:17]([cH:18][cH:19][cH:20][cH:21]4)[C:22]3=[O:23])[cH:11][cH:12]2)[s:6]1.[NH2:27][NH2:28].[OH2:26]>>[Cl:1][c:2]1[cH:3][cH:4][c:5](-[c:7]2[c:8]([O:24][CH3:25])[cH:9][c:10]([NH2:13])[cH:11][cH:12]2)[s:6]1. Reactants: Cc1cc(F)ccc1[N+](=O)[O-], [H-], Nc1cc(O)ccn1, [Na+], CN(C)C=O, O. Reaction SMILES: [F:11][c:12]1[cH:13][c:14]([CH3:21])[c:15]([N+:18](=[O:19])[O-:20])[cH:16][cH:17]1.[H-:9].[NH2:1][c:2]1[n:3][cH:4][cH:5][c:6]([OH:8])[cH:7]1.[Na+:10].[O:22]=[CH:23][N:24]([CH3:25])[CH3:26].[OH2:27]>>[NH2:1][c:2]1[n:3][cH:4][cH:5][c:6]([O:8][c:12]2[cH:13][c:14]([CH3:21])[c:15]([N+:18](=[O:19])[O-:20])[cH:16][cH:17]2)[cH:7]1. The product is Cc1cc(Oc2ccnc(N)c2)ccc1[N+](=O)[O-]. The product is NC1=C(C#N)C(=CC=C1)S(=O)C1=CC(=CC=C1)OC (2-Amino-6-[(3-methoxyphenyl)sulfinyl]benzonitrile). As a reaction SMILES: F[C:2]1[CH:9]=[CH:8][CH:7]=[C:6]([S:10]([C:12]2[CH:17]=[CH:16][CH:15]=[C:14]([O:18][CH3:19])[CH:13]=2)=[O:11])[C:3]=1[C:4]#[N:5].[NH4+:20].[OH-]>CO.CCO>[NH2:20][C:2]1[CH:9]=[CH:8][CH:7]=[C:6]([S:10]([C:12]2[CH:17]=[CH:16][CH:15]=[C:14]([O:18][CH3:19])[CH:13]=2)=[O:11])[C:3]=1[C:4]#[N:5] |f:1.2,3.4|. The reactants are FC1=C(C#N)C(=CC=C1)S(=O)C1=CC(=CC=C1)OC (2-Fluoro-6-[(3-methoxyphenyl)sulfinyl]benzonitrile), [NH4+].[OH-] (NH4OH). Run in CO.CCO (MeOH EtOH). Procedure: To a solution of 0.73 g (2.7 mmol) of 2-fluoro-6-[(3-methoxyphenyl)sulfinyl]benzonitrile (Example 16) in 65 ml of MeOH/EtOH (2.5:4) was added 20 mL of concentrated NH4OH. This mixture was sealed in a glass-lined bomb and heated at 130° C. for 3 h. After solvent removal, the resultant concentrate was purified by flash column chromatography on silica gel with 5% MeOH in methylene chloride as the eluent. This resulted in 0.36 g (53%) of 2-amino-6-[(3-methoxyphenyl)sulfinyl]benzonitrile as a solid: ... Run at temperature 130 celsius. Reactants: C(C1=CC=CC=C1)N([C@@H](CC1=CC=C(C=C1)I)C(=O)O)C(=O)OC(C)(C)C (Benzyl Boc-4-iodophenylalanine), arylboronic acid, C([O-])([O-])=O.[Na+].[Na+] (sodium carbonate), C1(=C(C=CC=C1)P(C1=C(C=CC=C1)C)C1=C(C=CC=C1)C)C (tri ortho-tolylphosphine), C(OC)COC (dimethoxyethane). The reagents and catalysts are C(C)(=O)[O-].[Pd+2].C(C)(=O)[O-] (palladium acetate). Solvent: O (water). Run at temperature 80 celsius. Yields the product C(=O)(OC(C)(C)C)N[C@@H](CC1=CC=C(C=C1)I)C(=O)O (Boc-4-iodophenylalanine). As a reaction SMILES: C([N:8]([C:21]([O:23][C:24]([CH3:27])([CH3:26])[CH3:25])=[O:22])[C@H:9]([C:18]([OH:20])=[O:19])[CH2:10][C:11]1[CH:16]=[CH:15][C:14]([I:17])=[CH:13][CH:12]=1)C1C=CC=CC=1.C(=O)([O-])[O-].[Na+].[Na+].C1(C)C=CC=CC=1P(C1C=CC=CC=1C)C1C=CC=CC=1C.C(COC)OC>C([O-])(=O)C.[Pd+2].C([O-])(=O)C.O>[C:21]([NH:8][C@H:9]([C:18]([OH:20])=[O:19])[CH2:10][C:11]1[CH:12]=[CH:13][C:14]([I:17])=[CH:15][CH:16]=1)([O:23][C:24]([CH3:26])([CH3:25])[CH3:27])=[O:22] |f:1.2.3,6.7.8|. Procedure details: Benzyl Boc-4-iodophenylalanine (1 eq.), arylboronic acid (1.5 eq.), sodium carbonate (2 eq.), palladium acetate (0.05 eq.) and tri ortho-tolylphosphine (0.1 eq.) was added to a degassed mixture of dimethoxyethane (6 ml/mmol amino acid) and water (1 ml/mmol amino acid). The reaction mixture was kept under argon and heated to 80° C. for 4-6 h. After cooling to room temperature, the mixture was filtered through a short pad of silica gel and sodium carbonate. The filter cake was further washed with ... Reactants: BrC1=C(C=CC=C1)CC(=O)O (2-bromophenylacetic acid), N,N-dicyclohexylcarbodiimide, N1(CCCC1)C1=CC=NC=C1 (4-pyrrolidinopyridine), C(C)(C)(C)O (t-butanol). Run in C(Cl)Cl (DCM). Reaction conditions: time 4 hour. Yields the product BrC1=C(C=CC=C1)CC(=O)OC(C)(C)C (1,1-Dimethylethyl 2-bromobenzeneacetate). The yield is 8.7%. As a reaction SMILES: [Br:1][C:2]1[CH:7]=[CH:6][CH:5]=[CH:4][C:3]=1[CH2:8][C:9]([OH:11])=[O:10].N1(C2C=CN=CC=2)CCCC1.[C:23](O)([CH3:26])([CH3:25])[CH3:24]>C(Cl)Cl>[Br:1][C:2]1[CH:7]=[CH:6][CH:5]=[CH:4][C:3]=1[CH2:8][C:9]([O:11][C:23]([CH3:26])([CH3:25])[CH3:24])=[O:10]. Procedure: A mixture of 2-bromophenylacetic acid (5.02 g), N,N-dicyclohexylcarbodiimide (5.3 g), 4-pyrrolidinopyridine (0.4 g) and t-butanol (1.74 g) in DCM (120 ml) was stirred at room temperature, under nitrogen, for 4 h. The mixture was left to stand for 18 h, then ER (150 ml) was added and the mixture was filtered and washed with ER. The filtrate was evaporated in vacuo to leave a yellow suspension. F.C.C. (A) eluting with hexane gave a white semisolid, which was further chromatographed eluting with he... The reactants are C(CCC)[Li] (n-Butyllithium), solution, C1(CCC2=CC=CC=C12)=NN (indan-1-one hydrazone), Cl (hydrochloric acid), COC=1C=C(C(=O)OCC)C=CC1 (Ethyl 3-methoxybenzoate). The solvent is CCCCCC (hexane), O1CCCC1 (tetrahydrofuran). The product is COC=1C=C(C=CC1)C=1C2=C(NN1)C1=CC=CC=C1C2 (3-(3-methoxyphenyl)-1,4-dihydroindeno[1,2-c]pyrazole). As a reaction SMILES: C([Li])CCC.[CH3:6][O:7][C:8]1[CH:9]=[C:10]([CH:16]=[CH:17][CH:18]=1)[C:11](OCC)=O.Cl.[C:20]1(=[N:29][NH2:30])[C:28]2[C:23](=[CH:24][CH:25]=[CH:26][CH:27]=2)[CH2:22][CH2:21]1>O1CCCC1.CCCCCC>[CH3:6][O:7][C:8]1[CH:9]=[C:10]([C:11]2[C:21]3[CH2:22][C:23]4[C:28](=[CH:27][CH:26]=[CH:25][CH:24]=4)[C:20]=3[NH:29][N:30]=2)[CH:16]=[CH:17][CH:18]=1. Reported procedure: In a similar manner to Example 1, indan-1-one hydrazone (3.55 g) was dissolved in tetrahydrofuran (80 ml) at 0° C. under nitrogen with stirring. n-Butyllithium (28.8 ml of a 2.5M solution in hexane) was added to the solution and the mixture was stirred at 0° C. for 0.5 h. Ethyl 3-methoxybenzoate (2.16 g) was added, followed by 3M hydrochloric acid (80 ml) and the mixture was worked up as described in Example 1 to give 3-(3-methoxyphenyl)-1,4-dihydroindeno[1,2-c]pyrazole, m.p. 172-174° C. The reactants are N[C@@H](C)C(=O)O (L-Alanine), C(CCCCC)(=O)Cl (hexanoyl chloride). Yields the product C(CCCCC)(=O)N[C@H](C(=O)O)C ((2S)-2-(Hexanoylamino)propionic acid), material. The yield is 58.0%. As a reaction SMILES: [NH2:1][C@H:2]([C:4]([OH:6])=[O:5])[CH3:3].[C:7](Cl)(=[O:13])[CH2:8][CH2:9][CH2:10][CH2:11][CH3:12]>>[C:7]([NH:1][C@@H:2]([CH3:3])[C:4]([OH:6])=[O:5])(=[O:13])[CH2:8][CH2:9][CH2:10][CH2:11][CH3:12]. Reported procedure: L-Alanine (10 mmol) and hexanoyl chloride (11 mmol) were reacted using the method described in Example 5 Part A to give the title compound as a white crystalline material (1.091 g, 58%) after recrystallization from isopropyl ether (~6 ml).